From a dataset of the Open Reaction Database (ORD), a public repository of structured organic reaction records. describe an organic reaction: reactants, conditions, products, and yield Reactants: IC1=CC=C(C=C1)/C(=C/C(=O)OCC)/C ((E)-ethyl 3-(4-iodophenyl)-but-2-enoate), FC1=CC=C(C=C1)B(O)O (4-fluorobenzene boronic acid). Product: FC1=CC=C(C=C1)C1=CC=C(C=C1)/C(=C/C(=O)OCC)/C ((E)-ethyl 3-(4′-fluoro-biphenyl-4-yl)-but-2-enoate). Reaction SMILES: I[C:2]1[CH:7]=[CH:6][C:5](/[C:8](/[CH3:15])=[CH:9]/[C:10]([O:12][CH2:13][CH3:14])=[O:11])=[CH:4][CH:3]=1.[F:16][C:17]1[CH:22]=[CH:21][C:20](B(O)O)=[CH:19][CH:18]=1>>[F:16][C:17]1[CH:22]=[CH:21][C:20]([C:2]2[CH:7]=[CH:6][C:5](/[C:8](/[CH3:15])=[CH:9]/[C:10]([O:12][CH2:13][CH3:14])=[O:11])=[CH:4][CH:3]=2)=[CH:19][CH:18]=1. Reported procedure: The colourless solid (E)-ethyl 3-(4′-fluoro-biphenyl-4-yl)-but-2-enoate was prepared from (E)-ethyl 3-(4-iodophenyl)-but-2-enoate (example 91 a) and 4-fluorobenzene boronic acid by a procedure analogous to that described in example 52a. The reactants are CCO, O=C1NC(=O)C2(CC=Cc3ccc(C(F)(F)F)cc3)C=CC=CC12, NN, O. Yields the product NCC=Cc1ccc(C(F)(F)F)cc1. Reaction SMILES: [CH3:28][CH2:29][OH:30].[F:1][C:2]([c:3]1[cH:4][cH:5][c:6]([CH:9]=[CH:10][CH2:11][C:12]23[CH:13]=[CH:14][CH:15]=[CH:16][CH:17]2[C:18](=[O:22])[NH:19][C:20]3=[O:21])[cH:7][cH:8]1)([F:23])[F:24].[NH2:26][NH2:27].[OH2:25]>>[F:1][C:2]([c:3]1[cH:4][cH:5][c:6]([CH:9]=[CH:10][CH2:11][NH2:26])[cH:7][cH:8]1)([F:23])[F:24]. The reactants are Cc1c(Br)c(C(F)F)nn1C1CCCCO1, [Li]CCCC, CN(C)C=O, CCCCCC, C1CCOC1. The product is Cc1c(C=O)c(C(F)F)nn1C1CCCCO1. Reaction SMILES: [Br:1][c:2]1[c:3]([CH:14]([F:15])[F:16])[n:4][n:5]([CH:8]2[O:9][CH2:10][CH2:11][CH2:12][CH2:13]2)[c:6]1[CH3:7].[CH2:22]([Li:23])[CH2:24][CH2:25][CH3:26].[CH3:27][N:28]([CH3:29])[CH:30]=[O:31].[CH3:32][CH2:33][CH2:34][CH2:35][CH2:36][CH3:37].[O:17]1[CH2:18][CH2:21][CH2:20][CH2:19]1>>[c:2]1([CH:18]=[O:17])[c:3]([CH:14]([F:15])[F:16])[n:4][n:5]([CH:8]2[O:9][CH2:10][CH2:11][CH2:12][CH2:13]2)[c:6]1[CH3:7].